From a dataset of the Open Reaction Database (ORD), a public repository of structured organic reaction records. describe an organic reaction: reactants, conditions, products, and yield The reactants are CCOc1cc(C(C)(C)C)ncc1C1=NC(C)(c2ccc(Cl)cc2)C(C)(c2ccc(Cl)cc2)N1C(=O)N1CCC(CC(=O)O)CC1, CC(N)c1ccccc1. Product: CCOc1cc(C(C)(C)C)ncc1C1=NC(C)(c2ccc(Cl)cc2)C(C)(c2ccc(Cl)cc2)N1C(=O)N1CCC(CC(=O)NC(C)c2ccccc2)CC1. Reaction SMILES: [C:1]([CH3:2])([CH3:3])([CH3:4])[c:5]1[cH:6][c:7]([O:44][CH2:45][CH3:46])[c:8]([C:11]2=[N:15][C:14]([CH3:16])([c:17]3[cH:18][cH:19][c:20]([Cl:23])[cH:21][cH:22]3)[C:13]([CH3:24])([c:25]3[cH:26][cH:27][c:28]([Cl:31])[cH:29][cH:30]3)[N:12]2[C:32](=[O:33])[N:34]2[CH2:35][CH2:36][CH:37]([CH2:40][C:41](=[O:42])[OH:43])[CH2:38][CH2:39]2)[cH:9][n:10]1.[c:47]1([CH:53]([CH3:54])[NH2:55])[cH:48][cH:49][cH:50][cH:51][cH:52]1>>[C:1]([CH3:2])([CH3:3])([CH3:4])[c:5]1[cH:6][c:7]([O:44][CH2:45][CH3:46])[c:8]([C:11]2=[N:15][C:14]([CH3:16])([c:17]3[cH:18][cH:19][c:20]([Cl:23])[cH:21][cH:22]3)[C:13]([CH3:24])([c:25]3[cH:26][cH:27][c:28]([Cl:31])[cH:29][cH:30]3)[N:12]2[C:32](=[O:33])[N:34]2[CH2:35][CH2:36][CH:37]([CH2:40][C:41](=[O:43])[NH:55][CH:53]([c:47]3[cH:48][cH:49][cH:50][cH:51][cH:52]3)[CH3:54])[CH2:38][CH2:39]2)[cH:9][n:10]1. Starting materials: NC1=C(SC=2C1=NC=CC2)C(=O)OC (methyl 3-aminothieno[3,2-b]pyridine-2-carboxylate), N(=O)[O-].[Na+] (sodium nitrite). The product is S1C(=CC2=NC=CC=C21)C(=O)OC (Methyl thieno[3,2-b]pyridine-2-carboxylate). Reaction SMILES: N[C:2]1[C:6]2=[N:7][CH:8]=[CH:9][CH:10]=[C:5]2[S:4][C:3]=1[C:11]([O:13][CH3:14])=[O:12].N([O-])=O.[Na+]>>[S:4]1[C:5]2[C:6](=[N:7][CH:8]=[CH:9][CH:10]=2)[CH:2]=[C:3]1[C:11]([O:13][CH3:14])=[O:12] |f:1.2|. Procedure: HPLC. Using 2.40 g (11.53 mmol) of methyl 3-aminothieno[3,2-b]pyridine-2-carboxylate and 2.54 g (36.88 mmol) of sodium nitrite, 0.12 g (5% of theory) of the desired product are obtained. Reactants: F[B-](F)(F)F, O=C(O)CC1Cc2cc(Br)c3[nH]nc(Br)c3c2CN(CC(F)(F)F)C1=O, CN(C)C=O, CCN(C(C)C)C(C)C, O=C1Nc2ccccc2CCN1C1CCNCC1, CN(C)C(On1nnc2ccccc21)=[N+](C)C. The product is O=C(CC1Cc2cc(Br)c3[nH]nc(Br)c3c2CN(CC(F)(F)F)C1=O)N1CCC(N2CCc3ccccc3NC2=O)CC1. RXN SMILES: [B-:36]([F:37])([F:38])([F:39])[F:40].[Br:1][c:2]1[n:3][nH:4][c:5]2[c:6]([Br:26])[cH:7][c:8]3[c:9]([c:10]12)[CH2:11][N:12]([CH2:21][C:22]([F:23])([F:24])[F:25])[C:13](=[O:20])[CH:14]([CH2:16][C:17](=[O:18])[OH:19])[CH2:15]3.[CH3:76][N:77]([CH3:78])[CH:79]=[O:80].[CH:27]([N:28]([CH2:29][CH3:30])[CH:31]([CH3:32])[CH3:33])([CH3:34])[CH3:35].[NH:58]1[CH2:59][CH2:60][CH:61]([N:64]2[C:65](=[O:75])[NH:66][c:67]3[c:68]([cH:71][cH:72][cH:73][cH:74]3)[CH2:69][CH2:70]2)[CH2:62][CH2:63]1.[n:41]1([O:42][C:43]([N:44]([CH3:45])[CH3:46])=[N+:47]([CH3:48])[CH3:49])[c:50]2[cH:51][cH:52][cH:53][cH:54][c:55]2[n:56][n:57]1>>[Br:1][c:2]1[n:3][nH:4][c:5]2[c:6]([Br:26])[cH:7][c:8]3[c:9]([c:10]12)[CH2:11][N:12]([CH2:21][C:22]([F:23])([F:24])[F:25])[C:13](=[O:20])[CH:14]([CH2:16][C:17](=[O:19])[N:58]1[CH2:59][CH2:60][CH:61]([N:64]2[C:65](=[O:75])[NH:66][c:67]4[c:68]([cH:71][cH:72][cH:73][cH:74]4)[CH2:69][CH2:70]2)[CH2:62][CH2:63]1)[CH2:15]3. Reactants: C1CCOC1, CO, CCOC(=O)C1CC1c1ccc(C(C)(C)C(F)(F)F)cc1, [Na+], [OH-]. The product is CC(C)(c1ccc(C2CC2C(=O)O)cc1)C(F)(F)F. As a reaction SMILES: [CH2:1]1[O:2][CH2:3][CH2:4][CH2:5]1.[CH3:29][OH:30].[F:6][C:7]([C:8]([CH3:9])([CH3:10])[c:11]1[cH:12][cH:13][c:14]([CH:17]2[CH:18]([C:20](=[O:21])[O:22][CH2:23][CH3:24])[CH2:19]2)[cH:15][cH:16]1)([F:25])[F:26].[Na+:28].[OH-:27]>>[F:6][C:7]([C:8]([CH3:9])([CH3:10])[c:11]1[cH:12][cH:13][c:14]([CH:17]2[CH:18]([C:20](=[O:21])[OH:22])[CH2:19]2)[cH:15][cH:16]1)([F:25])[F:26]. Run in C(C)(=O)O (acetic acid). Reactants: C(C)OC1=CC=C(C=C1)CC(=O)Cl ((4-ethoxyphenyl)acetyl chloride), NC=1C=C(C#N)C=CC1NCC1CC1 (3-amino-4-[(cyclopropylmethyl)amino]benzonitrile). The product is C1(CC1)CN1C(=NC2=C1C=CC(=C2)C#N)CC2=CC=C(C=C2)OCC (1-(Cyclopropylmethyl)-2-(4-ethoxybenzyl)-1H-benzimidazole-5-carbonitrile). Procedure details: Following the general procedure 2D, the freshly prepared (4-ethoxyphenyl)acetyl chloride (from 793 mg of acid, 4.4 mmol) and crude 3-amino-4-[(cyclopropylmethyl)amino]benzonitrile (750 mg, 4.01 mmol) were heated in acetic acid (HOAc) overnight. After work-up, the crude residue was purified by silica gel column chromatography to afford pure product (1.04 g, 78%) as an off-white solid. 1H NMR (400 MHz, CDCl3): δ 8.08 (s, 1H), 7.50 (d, J=8.4 Hz, 1H), 7.38 (d, J=8.4 Hz, 1H), 7.14 (d, J=8.4 Hz, 2H), ... Isolated yield 78.3%. As a reaction SMILES: [CH2:1]([O:3][C:4]1[CH:9]=[CH:8][C:7]([CH2:10][C:11](Cl)=O)=[CH:6][CH:5]=1)[CH3:2].[NH2:14][C:15]1[CH:16]=[C:17]([CH:20]=[CH:21][C:22]=1[NH:23][CH2:24][CH:25]1[CH2:27][CH2:26]1)[C:18]#[N:19]>C(O)(=O)C>[CH:25]1([CH2:24][N:23]2[C:22]3[CH:21]=[CH:20][C:17]([C:18]#[N:19])=[CH:16][C:15]=3[N:14]=[C:11]2[CH2:10][C:7]2[CH:8]=[CH:9][C:4]([O:3][CH2:1][CH3:2])=[CH:5][CH:6]=2)[CH2:26][CH2:27]1.